Dataset: the Open Reaction Database (ORD), a public repository of structured organic reaction records. Task: describe an organic reaction: reactants, conditions, products, and yield Starting materials: OCCCSc1ccc(F)cc1F, [H-], [Na+], CN(C)C=O. Product: Fc1ccc2c(c1)OCCCS2. RXN SMILES: [F:3][c:4]1[c:5]([S:11][CH2:12][CH2:13][CH2:14][OH:15])[cH:6][cH:7][c:8]([F:10])[cH:9]1.[H-:1].[Na+:2].[O:16]=[CH:17][N:18]([CH3:19])[CH3:20]>>[c:4]12[c:5]([cH:6][cH:7][c:8]([F:10])[cH:9]1)[S:11][CH2:12][CH2:13][CH2:14][O:15]2. Solvent: C1(=CC=CC=C1)C (toluene), C(Cl)Cl (DCM). The product is C(C1=CC=CC=C1)N1C(=CC2=NC(=CC=C21)N(NC(=O)OC(C)(C)C)C(=O)OC(C)(C)C)C#N (Di-tert-butyl 1-(1-benzyl-2-cyano-1H-pyrrolo[3,2-b]pyridin-5-yl)hydrazine-1,2-dicarboxylate). Conditions: temperature 100 celsius. Reported procedure: A degassed mixture of 1-benzyl-5-chloro-1H-pyrrolo[3,2-b]pyridine-2-carbonitrile (0.12 g, 0.45 mmol, from Step 3), di-tert-butyl hydrazine-1,2-dicarboxylate (0.12 g, 0.54 mmol, Aldrich), dicyclohexyl(2′,4′,6′-triisopropylbiphenyl-2-yl)phosphine-(2′-aminobiphenyl-2-yl)(chloro)palladium (1:1) (35 mg, 0.045 mmol, Aldrich) and Cs2CO3 (0.18 g, 0.54 mmol, Aldrich) in toluene (2.5 mL) was heated at 100° C. for 3 hours. Upon cooling to room temperature, the reaction mixture was diluted with DCM, filtere... Starting materials: C(C1=CC=CC=C1)N1C(=CC2=NC(=CC=C21)Cl)C#N (1-Benzyl-5-chloro-1H-pyrrolo[3,2-b]pyridine-2-carbonitrile), N(NC(=O)OC(C)(C)C)C(=O)OC(C)(C)C (di-tert-butyl hydrazine-1,2-dicarboxylate), C(=O)([O-])[O-].[Cs+].[Cs+] (Cs2CO3). Reaction SMILES: [CH2:1]([N:8]1[C:16]2[C:11](=[N:12][C:13](Cl)=[CH:14][CH:15]=2)[CH:10]=[C:9]1[C:18]#[N:19])[C:2]1[CH:7]=[CH:6][CH:5]=[CH:4][CH:3]=1.[NH:20]([C:29]([O:31][C:32]([CH3:35])([CH3:34])[CH3:33])=[O:30])[NH:21][C:22]([O:24][C:25]([CH3:28])([CH3:27])[CH3:26])=[O:23].C([O-])([O-])=O.[Cs+].[Cs+]>C1(C)C=CC=CC=1.C(Cl)Cl.C1(P(C2CCCCC2)C2C=CC=CC=2C2C(C(C)C)=CC(C(C)C)=CC=2C(C)C)CCCCC1.NC1C=CC=CC=1C1C=CC=CC=1[Pd]Cl>[CH2:1]([N:8]1[C:16]2[C:11](=[N:12][C:13]([N:20]([C:29]([O:31][C:32]([CH3:35])([CH3:34])[CH3:33])=[O:30])[NH:21][C:22]([O:24][C:25]([CH3:26])([CH3:27])[CH3:28])=[O:23])=[CH:14][CH:15]=2)[CH:10]=[C:9]1[C:18]#[N:19])[C:2]1[CH:7]=[CH:6][CH:5]=[CH:4][CH:3]=1 |f:2.3.4,7.8|. The reagents and catalysts are C1(CCCCC1)P(C1=C(C=CC=C1)C1=C(C=C(C=C1C(C)C)C(C)C)C(C)C)C1CCCCC1.NC1=C(C=CC=C1)C1=C(C=CC=C1)[Pd]Cl (dicyclohexyl(2′,4′,6′-triisopropylbiphenyl-2-yl)phosphine (2′-aminobiphenyl-2-yl)(chloro)palladium). Starting materials: CI (Methyl iodide), C1SC(N2C1CC=1C=CC=CC21)=S ((RS)-9,9a-dihydrothiazolo[3,4-a]indole-3-thione). Run in C(Cl)Cl (methylene chloride). Run at temperature 20 celsius, time 20 hour. Yields the product [I-].CSC=1SCC2[N+]1C=1C=CC=CC1C2 ((RS)-3-Methylthio-9,9a-dihydrothiazolo[3,4-a]indolium iodide). Reaction SMILES: [CH3:1][I:2].[CH2:3]1[CH:7]2[CH2:8][C:9]3[CH:10]=[CH:11][CH:12]=[CH:13][C:14]=3[N:6]2[C:5](=[S:15])[S:4]1>C(Cl)Cl>[I-:2].[CH3:1][S:15][C:5]1[S:4][CH2:3][CH:7]2[CH2:8][C:9]3[CH:10]=[CH:11][CH:12]=[CH:13][C:14]=3[N+:6]=12 |f:3.4|. Reported procedure: Methyl iodide (40 cc) is added to a solution of (RS)-9,9a-dihydrothiazolo[3,4-a]indole-3-thione (30.0 g) in methylene chloride (150 cc). After stirring for 20 hours at about 20° C., the resulting crystals are filtered off, washed with diethyl ether (2×50 cc) and then dried at 20° C. under reduced pressure (20 mm Hg). (RS)-3-Methylthio-9,9a-dihydrothiazolo[3,4-a]indolium iodide (50.2 g), melting at 135°-140° C. with decomposition, is thus obtained.